From a dataset of the Open Reaction Database (ORD), a public repository of structured organic reaction records. describe an organic reaction: reactants, conditions, products, and yield Starting materials: C(C1=CC=CC=C1)NCC1=CC=CC=C1 (dibenzylamine), C(C)(=O)OCCCC(C(OC)OC)N(C1CCCCC1)C1CCCCC1 (4-(dicyclohexylamino)-5,5-dimethoxypentyl acetate), C1(CCCCC1)N(C1CCCCC1)CCCC (N,N-dicyclohexyl-n-butylamine), O=CCCCC(=O)OC (methyl 5-oxopentanoate). Reaction conditions: time 48 hour. Yields the product C(C1=CC=CC=C1)N(C(CCC(=O)OC)C(OC)OC)CC1=CC=CC=C1 (methyl 4-(dibenzylamino)-5,5-dimethoxypentanoate). The yield is 67.0%. RXN SMILES: [CH2:1]([NH:8][CH2:9][C:10]1[CH:15]=[CH:14][CH:13]=[CH:12][CH:11]=1)[C:2]1[CH:7]=[CH:6][CH:5]=[CH:4][CH:3]=1.C1(N(CCCC)C2CCCCC2)CCCCC1.[O:33]=CCCCC(OC)=O.[C:42]([O:45][CH2:46][CH2:47][CH2:48][CH:49](N(C1CCCCC1)C1CCCCC1)[CH:50]([O:53][CH3:54])[O:51][CH3:52])(=O)C>>[CH2:9]([N:8]([CH2:1][C:2]1[CH:7]=[CH:6][CH:5]=[CH:4][CH:3]=1)[CH:49]([CH:50]([O:53][CH3:54])[O:51][CH3:52])[CH2:48][CH2:47][C:46]([O:45][CH3:42])=[O:33])[C:10]1[CH:15]=[CH:14][CH:13]=[CH:12][CH:11]=1. Procedure: The product was prepared by above general procedure and the same chemicals except employing dibenzylamine (1a′) (98 mg, 0.5 mmol), and methyl 5-oxopentanoate (2h′) (97 mg, 0.75 mmol). After 48 h, the crude product was purified by flash column chromatography (silica gel; ethyl acetate or diethyl ether/hexane=1:100) to afford the desired product 3h as a light yellowish oil (0.124g, 67% yield); Rf=0.54 (hexane:ethyl acetate=3:1); 1H NMR (CDCl3, 400 MHz) δ 7.33-7.27 (m, 8H), 7.25-7.19 (m, 2H), 4.44-...